Dataset: the Open Reaction Database (ORD), a public repository of structured organic reaction records. Task: describe an organic reaction: reactants, conditions, products, and yield The reactants are ClC=1C=[N+](C=C(C1C[C@H](OC(C1=CC=C(C=C1)C=O)=O)C1=CC(=C(C=C1)OC)OC)Cl)[O-] ((S)-3,5-dichloro-4-(2-(3,4-dimethoxyphenyl)-2-((4-formylbenzoyl)oxy)ethyl)pyridine 1-oxide), NC=1N=NC=CC1 (3-aminopyridazine), [BH-](OC(=O)C)(OC(=O)C)OC(=O)C.[Na+] (NaB(OAc)3H), C(C)(=O)O (acetic acid). Solvent: C(Cl)Cl (DCM), C(Cl)Cl (DCM). Conditions: time 30 minute. Yields the product ClC=1C=[N+](C=C(C1C[C@H](OC(C1=CC=C(C=C1)CO)=O)C1=CC(=C(C=C1)OC)OC)Cl)[O-] ((S)-3,5-dichloro-4-(2-(3,4-dimethoxyphenyl)-2-((4-(hydroxymethyl)benzoyl)oxy)ethyl)pyridine 1-oxide). Yield: 72.1%. Reaction SMILES: [Cl:1][C:2]1[CH:3]=[N+:4]([O-:32])[CH:5]=[C:6]([Cl:31])[C:7]=1[CH2:8][C@@H:9]([C:21]1[CH:26]=[CH:25][C:24]([O:27][CH3:28])=[C:23]([O:29][CH3:30])[CH:22]=1)[O:10][C:11](=[O:20])[C:12]1[CH:17]=[CH:16][C:15]([CH:18]=[O:19])=[CH:14][CH:13]=1.NC1N=NC=CC=1.C(O)(=O)C.[BH-](OC(C)=O)(OC(C)=O)OC(C)=O.[Na+]>C(Cl)Cl>[Cl:31][C:6]1[CH:5]=[N+:4]([O-:32])[CH:3]=[C:2]([Cl:1])[C:7]=1[CH2:8][C@@H:9]([C:21]1[CH:26]=[CH:25][C:24]([O:27][CH3:28])=[C:23]([O:29][CH3:30])[CH:22]=1)[O:10][C:11](=[O:20])[C:12]1[CH:13]=[CH:14][C:15]([CH2:18][OH:19])=[CH:16][CH:17]=1 |f:3.4|. Procedure details: To a stirred solution of (S)-3,5-dichloro-4-(2-(3,4-dimethoxyphenyl)-2-((4-formylbenzoyl)oxy)ethyl)pyridine 1-oxide (412 mg, 0.87 mmol) in DCM (10 mL) was added 3-aminopyridazine (165 mg, 1.73 mmol) followed by glacial acetic acid (150 μL, 2.61 mmol). The reaction was stirred at room temperature for 30 minutes then NaB(OAc)3H (551 mg, 2.61 mmol) was added. The reaction mixture was stirred at room temperature for 18 hours. The reaction was diluted with DCM (10 mL) and quenched with water. The org... The reactants are COC(=O)C=1N=CC2=CC(=CC=C2C1O)OC1=CC=CC=C1 (4-hydroxy-7-phenoxy-isoquinoline-3-carboxylic acid methyl ester), NCCC(=O)O (beta-alanine), CO (MeOH). Run in C[O-].[Na+] (NaOMe). Yields the product OC1=C(N=CC2=CC(=CC=C12)OC1=CC=CC=C1)C(=O)NCCC(=O)O (3-[(4-Hydroxy-7-phenoxy-isoquinoline-3-carbonyl)-amino]propionic acid). The yield is 89.1%. As a reaction SMILES: CO[C:3]([C:5]1[N:6]=[CH:7][C:8]2[C:13]([C:14]=1[OH:15])=[CH:12][CH:11]=[C:10]([O:16][C:17]1[CH:22]=[CH:21][CH:20]=[CH:19][CH:18]=1)[CH:9]=2)=[O:4].[NH2:23][CH2:24][CH2:25][C:26]([OH:28])=[O:27].CO>C[O-].[Na+]>[OH:15][C:14]1[C:13]2[C:8](=[CH:9][C:10]([O:16][C:17]3[CH:22]=[CH:21][CH:20]=[CH:19][CH:18]=3)=[CH:11][CH:12]=2)[CH:7]=[N:6][C:5]=1[C:3]([NH:23][CH2:24][CH2:25][C:26]([OH:28])=[O:27])=[O:4] |f:3.4|. Procedure details: A mixture of 4-hydroxy-7-phenoxy-isoquinoline-3-carboxylic acid methyl ester (185 mg, 0.55 mmol), beta-alanine (489 mg, 5.5 mmol) in 0.5 M NaOMe in MeOH solution (8.8 mL, 4.4 mmol) was refluxed overnight. After cooled, the reaction mixture was concentrated and residue was dissolved in water (80 mL). It was acidified by 1 N HCl solution to pH ca. 3-4. Resulting gummy solid was collected by filtration, rinsed with water and then dissolved in EtOAc. The organic solution was dried over MgSO4, filter... The reactants are FC=1C(=C2C(C(=CN(C2=C(C1F)C)[C@H]1[C@H](C1)F)C(=O)OCC)=O)[N+](=O)[O-] (ethyl 6,7-difluoro-1-[(1R,2S)-2-fluorocyclopropyl]-1,4-dihydro-8-methyl-5-nitro-4-oxoquinoline-3-carboxylate), CO (methanol). The reagents and catalysts are [Ni] (Raney nickel). Run in O1CCOCC1 (1,4-dioxane). Run at time 10 minute. Product: NC1=C2C(C(=CN(C2=C(C(=C1F)F)C)[C@H]1[C@H](C1)F)C(=O)OCC)=O (Ethyl 5-amino-6,7-difluoro-[(1R,2S)-2-fluorocyclopropyl]-1,4-dihydro-8-methyl-4-oxoquinoline-3-carboxylate). Isolated yield 98.0%. Reaction SMILES: [F:1][C:2]1[C:3]([N+:24]([O-])=O)=[C:4]2[C:9](=[C:10]([CH3:13])[C:11]=1[F:12])[N:8]([C@@H:14]1[CH2:16][C@@H:15]1[F:17])[CH:7]=[C:6]([C:18]([O:20][CH2:21][CH3:22])=[O:19])[C:5]2=[O:23].CO>[Ni].O1CCOCC1>[NH2:24][C:3]1[C:2]([F:1])=[C:11]([F:12])[C:10]([CH3:13])=[C:9]2[C:4]=1[C:5](=[O:23])[C:6]([C:18]([O:20][CH2:21][CH3:22])=[O:19])=[CH:7][N:8]2[C@@H:14]1[CH2:16][C@@H:15]1[F:17]. Procedure details: A 3.91 g (37.6 mmol) portion of ethyl 6,7-difluoro-1-[(1R,2S)-2-fluorocyclopropyl]-1,4-dihydro-8-methyl-5-nitro-4-oxoquinoline-3-carboxylate was suspended in 1 liter of a 1:1 mixture of methanol and 1,4-dioxane. This was mixed with 200 ml of Raney nickel and stirred for 10 minutes at room temperature. After completion of the reaction, the reaction solution was filtered and the resulting filtrate was concentrated. The resulting residue was dissolved in 300 ml of chloroform and filtered through ce... Reactants: CO, ClCCl, CC1(C)CC(C(=O)O)c2ccc(F)cc2O1. Product: COC(=O)C1CC(C)(C)Oc2cc(F)ccc21. Reaction SMILES: [CH3:20][OH:21].[Cl:17][CH2:18][Cl:19].[F:1][c:2]1[cH:3][cH:4][c:5]2[c:10]([cH:11]1)[O:9][C:8]([CH3:12])([CH3:13])[CH2:7][CH:6]2[C:14](=[O:15])[OH:16]>>[F:1][c:2]1[cH:3][cH:4][c:5]2[c:10]([cH:11]1)[O:9][C:8]([CH3:12])([CH3:13])[CH2:7][CH:6]2[C:14](=[O:15])[O:16][CH3:18]. Reactants: CN1CCCC(OS(C)(=O)=O)C1, [N-]=[N+]=[N-], [Na+], CN(C)C=O, O. Yields the product CN1CCCC(N=[N+]=[N-])C1. Reaction SMILES: [CH3:1][N:2]1[CH2:3][CH:4]([O:8][S:9]([CH3:10])(=[O:11])=[O:12])[CH2:5][CH2:6][CH2:7]1.[N-:14]=[N+:15]=[N-:16].[Na+:13].[O:18]=[CH:19][N:20]([CH3:21])[CH3:22].[OH2:17]>>[CH3:1][N:2]1[CH2:3][CH:4]([N:14]=[N+:15]=[N-:16])[CH2:5][CH2:6][CH2:7]1. The reactants are O=C1CCC(=O)N1Cl, ClCCl, O, COC(=O)CC(O)CO, c1ccc(P(c2ccccc2)c2ccccc2)cc1. Yields the product COC(=O)CC(O)CCl. RXN SMILES: [Cl:29][N:30]1[C:31](=[O:32])[CH2:33][CH2:34][C:35]1=[O:36].[Cl:38][CH2:39][Cl:40].[OH2:37].[OH:1][CH:2]([CH2:3][C:4](=[O:5])[O:6][CH3:7])[CH2:8][OH:9].[c:10]1([P:11]([c:12]2[cH:13][cH:14][cH:15][cH:16][cH:17]2)[c:18]2[cH:19][cH:20][cH:21][cH:22][cH:23]2)[cH:24][cH:25][cH:26][cH:27][cH:28]1>>[OH:1][CH:2]([CH2:3][C:4](=[O:5])[O:6][CH3:7])[CH2:8][Cl:29]. The reactants are C(C=C)OC(=O)N1[C@@H](C[C@@H](C1)O)C(=O)O ((2S,4S)-N-(Allyloxycarbonyl)-4-hydroxypyrrolidine-2-carboxylic acid), OS(=O)(=O)O (H2SO4), O (water). The solvent is CC(=O)C (acetone). Conditions: time 45 minute. Yields the product C(C=C)OC(=O)N1[C@@H](CC(C1)=O)C(=O)O ((2S)-N-(Allyloxycarbonyl)-4-oxopyrrolidine-2-carboxylic acid). Reaction SMILES: [CH2:1]([O:4][C:5]([N:7]1[CH2:11][C@@H:10]([OH:12])[CH2:9][C@H:8]1[C:13]([OH:15])=[O:14])=[O:6])[CH:2]=[CH2:3].OS(O)(=O)=O.O>CC(C)=O>[CH2:1]([O:4][C:5]([N:7]1[CH2:11][C:10](=[O:12])[CH2:9][C@H:8]1[C:13]([OH:15])=[O:14])=[O:6])[CH:2]=[CH2:3]. Procedure: The alloc protected hydroxy proline (13) (18 g, 83.72 mmol) was dissolved in acetone (1260 ml). The Jone's reagent [Cro3:26.6 g/H2SO4:21.3 ml and the solution was made up to 100 ml with water] (87 ml) was added over 10 min. The resulting mixture was stirred for a further 45 minutes when the excess oxidant was quenched with methanol (15 ml). The green chromium salts were removed by filtration through Celite and the filtrate was diluted in CHCl3(1000 ml). The combined organic phase was washed with...